From a dataset of the Open Reaction Database (ORD), a public repository of structured organic reaction records. describe an organic reaction: reactants, conditions, products, and yield Starting materials: CCO, CCOC(=O)CCCN1CCOc2cc(-c3noc(-c4ccc(OC(C)C)c(Cl)c4)n3)ccc2C1, [Na+], [OH-]. The product is CC(C)Oc1ccc(-c2nc(-c3ccc4c(c3)OCCN(CCCC(=O)O)C4)no2)cc1Cl. RXN SMILES: [CH3:38][CH2:39][OH:40].[Cl:3][c:4]1[cH:5][c:6](-[c:14]2[n:15][c:16](-[c:19]3[cH:20][c:21]4[c:22]([cH:36][cH:37]3)[CH2:23][N:24]([CH2:28][CH2:29][CH2:30][C:31](=[O:32])[O:33][CH2:34][CH3:35])[CH2:25][CH2:26][O:27]4)[n:17][o:18]2)[cH:7][cH:8][c:9]1[O:10][CH:11]([CH3:12])[CH3:13].[Na+:2].[OH-:1]>>[Cl:3][c:4]1[cH:5][c:6](-[c:14]2[n:15][c:16](-[c:19]3[cH:20][c:21]4[c:22]([cH:36][cH:37]3)[CH2:23][N:24]([CH2:28][CH2:29][CH2:30][C:31](=[O:32])[OH:33])[CH2:25][CH2:26][O:27]4)[n:17][o:18]2)[cH:7][cH:8][c:9]1[O:10][CH:11]([CH3:12])[CH3:13]. Starting materials: C(C1=CC=CC=C1)SC=1C=C(C(NC1)=O)O (5-(benzylsulfanyl)-3-hydroxypyridin-2(1H)-one), COCOC=1C(N(C=C(C1)SCC=1C=NC(=CC1)C(F)(F)F)COC)=O (3-(methoxymethoxy)-1-(methoxymethyl)-5-({[6-(trifluoromethyl)pyridin-3-yl]methyl}sulfanyl)pyridin-2(1H)-one), COCOC=1C(N(C=C(C1)SCC=1C=NC(=CC1)C(F)(F)F)COC)=O (3-(methoxymethoxy)-1-(methoxymethyl)-5-({[6-(trifluoromethyl)pyridin-3-yl]methyl}sulfanyl)pyridin-2(1H)-one). The product is OC=1C(NC=C(C1)SCC=1C=NC(=CC1)C(F)(F)F)=O (3-Hydroxy-5-({[6-(trifluoromethyl)pyridin-3-yl]methyl}-sulfanyl)pyridin-2(1H)-one). RXN SMILES: C(SC1C=C(O)C(=O)NC=1)C1C=CC=CC=1.COC[O:20][C:21]1[C:22](=[O:42])[N:23](COC)[CH:24]=[C:25]([S:27][CH2:28][C:29]2[CH:30]=[N:31][C:32]([C:35]([F:38])([F:37])[F:36])=[CH:33][CH:34]=2)[CH:26]=1>>[OH:20][C:21]1[C:22](=[O:42])[NH:23][CH:24]=[C:25]([S:27][CH2:28][C:29]2[CH:30]=[N:31][C:32]([C:35]([F:36])([F:38])[F:37])=[CH:33][CH:34]=2)[CH:26]=1. Procedure details: Prepared as described for 5-(benzylsulfanyl)-3-hydroxypyridin-2(1H)-one (Example 12) from 3-(methoxymethoxy)-1-(methoxymethyl)-5-({[6-(trifluoromethyl)pyridin-3-yl]methyl}sulfanyl)pyridin-2(1H)-one (Intermediate 18). The reactants are C(C)(C)C=1C=C(OC1C(C)C)C(=O)O (4,5-diisopropylfuran-2-carboxylic acid), OC1=C(C(=O)OC)C=CC(=C1)N (methyl 2-hydroxy-4-aminobenzoate). Product: OC1=C(C(=O)OC)C=CC(=C1)NC(=O)C=1OC(=C(C1)C(C)C)C(C)C (methyl 2-hydroxy-4-[(4,5-diisopropylfuran-2-carbonyl)amino]benzoate). Isolated yield 71.7%. As a reaction SMILES: [CH:1]([C:4]1[CH:5]=[C:6]([C:12]([OH:14])=O)[O:7][C:8]=1[CH:9]([CH3:11])[CH3:10])([CH3:3])[CH3:2].[OH:15][C:16]1[CH:25]=[C:24]([NH2:26])[CH:23]=[CH:22][C:17]=1[C:18]([O:20][CH3:21])=[O:19]>>[OH:15][C:16]1[CH:25]=[C:24]([NH:26][C:12]([C:6]2[O:7][C:8]([CH:9]([CH3:10])[CH3:11])=[C:4]([CH:1]([CH3:2])[CH3:3])[CH:5]=2)=[O:14])[CH:23]=[CH:22][C:17]=1[C:18]([O:20][CH3:21])=[O:19]. Procedure details: In the same manner as that of Example 24, 4,5-diisopropylfuran-2-carboxylic acid (80 mg, 0.408 mmol) and methyl 2-hydroxy-4-aminobenzoate (123 mg, 0.736 mmol) were condensed, the reaction mixture was treated in a conventional manner, and then the residue was purified by silica gel chromatography [hexane-ethyl acetate (50:1)] and recrystallized to obtain methyl 2-hydroxy-4-[(4,5-diisopropylfuran-2-carbonyl)amino]benzoate (101 mg, 72%) as colorless prisms. RXN SMILES: [CH3:1][C:2]([C:5]1[CH:10]=[C:9]([C:11]([O:13][CH3:14])=[O:12])[CH:8]=[CH:7][C:6]=1[C:15]1[CH:20]=[C:19]([O:21]C)[CH:18]=[CH:17][C:16]=1[F:23])([CH3:4])[CH3:3].B(Br)(Br)Br>C(Cl)Cl>[CH3:4][C:2]([C:5]1[CH:10]=[C:9]([C:11]([O:13][CH3:14])=[O:12])[CH:8]=[CH:7][C:6]=1[C:15]1[CH:20]=[C:19]([OH:21])[CH:18]=[CH:17][C:16]=1[F:23])([CH3:1])[CH3:3]. Reactants: CC(C)(C)C1=C(C=CC(=C1)C(=O)OC)C1=C(C=CC(=C1)OC)F (Methyl 2-(1,1-dimethylethyl)-2′-fluoro-5′-(methyloxy)-1,1′-biphenyl-4-carboxylate), B(Br)(Br)Br (boron tribromide). Isolated yield 48.0%. Run in C(Cl)Cl (DCM). The product is CC(C)(C)C1=C(C=CC(=C1)C(=O)OC)C1=C(C=CC(=C1)O)F (Methyl 2-(1,1-dimethylethyl)-2′-fluoro-5′-hydroxy-1,1′-biphenyl-4-carboxylate). Procedure: To a cooled solution of 8.8 (0.500 g, 2.00 mmol) in dry DCM (32.0 mL) at 0° C. was added boron tribromide (7.00 mL, 7.00 mmol). Stirring was continued for 6 hours, and the reaction was monitored by TLC and LCMS. Upon completion, pH 7 buffer was added to the mixture at 0° C. The resulting solution was extracted with DCM (3×20 mL). The combined organic layers were dried over MgSO4, filtered, and concentrated in vacuo. The residue was then purified by flash chromatography (SiO2 gel 60, eluted with ... Conditions: time 6 hour. Starting materials: [N+](=O)(O)[O-] (nitric acid), N (ammonia), NC1=NC=C(C=C1)C (2-amino-5-methylpyridine), S(O)(O)(=O)=O (sulfuric acid), ice, S(O)(O)(=O)=O (sulfuric acid). Conditions: temperature 130 celsius. The product is OC1=NC=C(C=C1[N+](=O)[O-])C (2-Hydroxy-5-methyl-3-nitropyridine). RXN SMILES: N[C:2]1[CH:7]=[CH:6][C:5]([CH3:8])=[CH:4][N:3]=1.[N+:9]([O-])([OH:11])=[O:10].N.S(=O)(=O)(O)[OH:15]>>[OH:15][C:2]1[C:7]([N+:9]([O-:11])=[O:10])=[CH:6][C:5]([CH3:8])=[CH:4][N:3]=1. Procedure: 25 g of 2-amino-5-methylpyridine are dissolved in 50 cm3 of concentrated sulfuric acid in a 600 cm3 round- bottomed flask. A mixture consisting of 40 cm3 of concentrated nitric acid and 40 cm3 of concentrated sulfuric acid is progressively added. The reaction mixture heats up with formation of foam. The temperature is maintained constant at 130° C. throughout the duration of the addition of the acid. The colored solution is then poured onto 300 g of ice and the pH is brought to around 3-4 by add...